From a dataset of the Open Reaction Database (ORD), a public repository of structured organic reaction records. describe an organic reaction: reactants, conditions, products, and yield Starting materials: C(C)(C)(C)OC(C(C)(C)SC=1SC=C(N1)CCN(CC1=CC=C(C=C1)C1=NC=CN=C1)C1=NC=C(C=N1)CC)=O (2-[(4-{2-[(5-ethylpyrimidin-2-yl)(4-pyrazin-2-ylbenzyl)amino]ethyl}-1,3-thiazol-2-yl)thio]-2-methylpropionic acid tert-butyl ester), ClCCl (dichloromethane), FC(C(=O)O)(F)F (trifluoroacetic acid). Run at time 12 hour. Product: Cl.C(C)C=1C=NC(=NC1)N(CCC=1N=C(SC1)SC(C(=O)O)(C)C)CC1=CC=C(C=C1)C1=NC=CN=C1 (2-[(4-{2-[(5-ethylpyrimidin-2-yl)(4-pyrazin-2-ylbenzyl)amino]ethyl}-1,3-thiazol-2-yl)thio]-2-methylpropionic acid hydrochloride). As a reaction SMILES: C([O:5][C:6](=[O:40])[C:7]([S:10][C:11]1[S:12][CH:13]=[C:14]([CH2:16][CH2:17][N:18]([C:32]2[N:37]=[CH:36][C:35]([CH2:38][CH3:39])=[CH:34][N:33]=2)[CH2:19][C:20]2[CH:25]=[CH:24][C:23]([C:26]3[CH:31]=[N:30][CH:29]=[CH:28][N:27]=3)=[CH:22][CH:21]=2)[N:15]=1)([CH3:9])[CH3:8])(C)(C)C.FC(F)(F)C(O)=O.[Cl:48]CCl>>[ClH:48].[CH2:38]([C:35]1[CH:36]=[N:37][C:32]([N:18]([CH2:19][C:20]2[CH:21]=[CH:22][C:23]([C:26]3[CH:31]=[N:30][CH:29]=[CH:28][N:27]=3)=[CH:24][CH:25]=2)[CH2:17][CH2:16][C:14]2[N:15]=[C:11]([S:10][C:7]([CH3:9])([CH3:8])[C:6]([OH:40])=[O:5])[S:12][CH:13]=2)=[N:33][CH:34]=1)[CH3:39] |f:3.4|. Procedure details: 2-[(4-{2-[(5-Ethylpyrimidin-2-yl)(4-pyrazin-2-ylbenzyl)amino]ethyl}-1,3-thiazol-2-yl)thio]-2-methylpropionic acid tert-butyl ester (180 mg) obtained in Example 403-1 was dissolved in dichloromethane (6 mL), trifluoroacetic acid (2 mL) was added, and the mixture was stirred at room temperature for 12 hr. The reaction mixture was concentrated under reduced pressure, and the residue was purified by silica gel chromatography (elution solvent; dichloromethane:methanol=10:1). The obtained compound was... Reactants: COC(CCNC(C1=CC=C(C=C1)C(CCC(F)(F)F)O)=O)=O (3-[4-(4,4,4-trifluoro-1-hydroxy-butyl)-benzoylamino]-propionic acid methyl ester), CC=1C=C(C=NC1C1=CC=C(C=C1)C(F)(F)F)O (5-methyl-6-(4-trifluoromethyl-phenyl)-pyridin-3-ol). Product: FC(CCC(OC=1C=NC(=C(C1)C)C1=CC=C(C=C1)C(F)(F)F)C1=CC=C(C(=O)NCCC(=O)O)C=C1)(F)F (Racemic 3-(4-{4,4,4-trifluoro-1-[5-methyl-6-(4-trifluoromethyl-phenyl)-pyridin-3-yloxy]-butyl}-benzoylamino)-propionic acid). RXN SMILES: C[O:2][C:3](=[O:23])[CH2:4][CH2:5][NH:6][C:7](=[O:22])[C:8]1[CH:13]=[CH:12][C:11]([CH:14]([OH:21])[CH2:15][CH2:16][C:17]([F:20])([F:19])[F:18])=[CH:10][CH:9]=1.[CH3:24][C:25]1[CH:26]=[C:27](O)[CH:28]=[N:29][C:30]=1[C:31]1[CH:36]=[CH:35][C:34]([C:37]([F:40])([F:39])[F:38])=[CH:33][CH:32]=1>>[F:18][C:17]([F:20])([F:19])[CH2:16][CH2:15][CH:14]([C:11]1[CH:12]=[CH:13][C:8]([C:7]([NH:6][CH2:5][CH2:4][C:3]([OH:2])=[O:23])=[O:22])=[CH:9][CH:10]=1)[O:21][C:27]1[CH:28]=[N:29][C:30]([C:31]2[CH:36]=[CH:35][C:34]([C:37]([F:39])([F:40])[F:38])=[CH:33][CH:32]=2)=[C:25]([CH3:24])[CH:26]=1. Reported procedure: The title compound is prepared in a manner substantially similar to Example 1 starting from 3-[4-(4,4,4-trifluoro-1-hydroxy-butyl)-benzoylamino]-propionic acid methyl ester and 5-methyl-6-(4-trifluoromethyl-phenyl)-pyridin-3-ol (Preparation 34). MS: 553.3 [M−H]−. The reactants are C(C)OC(C1=CC(=CC=C1)CC=1C(=NC(=NC1C)N)O)=O ([3-(2-Amino-4-hydroxy-6-methyl-pyrimidin-5-ylmethyl)]-benzoic acid ethyl ester), P(=O)(Cl)(Cl)Cl (phosphorous oxychloride). Run at temperature 100 celsius. Product: C(C)OC(C1=CC(=CC=C1)CC=1C(=NC(=NC1C)N)Cl)=O ([3-(2-Amino-4-chloro-6-methyl-pyrimidin-5-ylmethyl)]-benzoic acid ethyl ester). Reaction SMILES: [CH2:1]([O:3][C:4](=[O:21])[C:5]1[CH:10]=[CH:9][CH:8]=[C:7]([CH2:11][C:12]2[C:13](O)=[N:14][C:15]([NH2:19])=[N:16][C:17]=2[CH3:18])[CH:6]=1)[CH3:2].P(Cl)(Cl)([Cl:24])=O>>[CH2:1]([O:3][C:4](=[O:21])[C:5]1[CH:10]=[CH:9][CH:8]=[C:7]([CH2:11][C:12]2[C:13]([Cl:24])=[N:14][C:15]([NH2:19])=[N:16][C:17]=2[CH3:18])[CH:6]=1)[CH3:2]. Reported procedure: The product from step (i) (1.9 g) was added to phosphorous oxychloride (30 mL) and the mixture was heated at 100° C. for 15 h. The mixture was allowed to cool and the phosphorous oxychloride evaporated under reduced pressure. The residue was diluted with water (10 mL) and the pH of the mixture was adjusted to pH ˜7 using sodium bicarbonate. The mixture was then heated at 50° C. for 2 h and the aqueous was extracted with EtOAc. The combined organic phase was dried and evaporated under reduced pre... Yield: 75.5%. The reactants are [H][H] (hydrogen), ClC1=NC=C(C=C1[N+](=O)[O-])Cl (2,5-dichloro-3-nitropyridine), [H][H] (hydrogen). RXN SMILES: [Cl:1][C:2]1[C:7]([N+:8]([O-])=O)=[CH:6][C:5]([Cl:11])=[CH:4][N:3]=1.[H][H]>O1CCOCC1.[Ni]>[NH2:8][C:7]1[C:2]([Cl:1])=[N:3][CH:4]=[C:5]([Cl:11])[CH:6]=1. The reagents and catalysts are [Ni] (Raney nickel). The solvent is O1CCOCC1 (dioxane). Product: NC=1C(=NC=C(C1)Cl)Cl (3-amino-2,5-dichloropyridine). Reported procedure: 26.0 g of Raney nickel catalyst are washed with ethanol and then added to a solution of 129.2 g (0.69 mol) of 2,5-dichloro-3-nitropyridine in 1300 ml of dioxane. This mixture is hydrogenated with hydrogen under normal pressure and at a temperature in the range from 20° to 35° C. After reaction of 20% of the required amount of hydrogen, a further 30.0 g of Raney nickel catalyst are added to the reaction mixture. After a hydrogenation period of 22 hours, the catalyst is removed, the solvent is eva... Reactants: N#CC(=CC(=O)O)c1cccs1, O=C(Cl)C(=O)Cl, ClCCl, [K]. The product is N#CC(=CC(=O)Cl)c1cccs1. Reaction SMILES: [C:8](#[N:9])[C:10](=[CH:11][C:12]([OH:13])=[O:14])[c:15]1[s:16][cH:17][cH:18][cH:19]1.[Cl:1][C:2](=[O:3])[C:4]([Cl:5])=[O:6].[Cl:20][CH2:21][Cl:22].[K:7]>>[Cl:1][C:2](=[O:3])[CH:4]=[C:10]([C:8]#[N:9])[c:15]1[s:16][cH:17][cH:18][cH:19]1. Reactants: C1(NCCC=2NC=3C=CC=CC3C21)=O (2,3,4,5-tetrahydro-1H-pyrido[4,3-b]indol-1-one), [H-].[Na+] (sodium hydride), O (water), ClCOCC1=CC=CC=C1 (benzyl (chloromethyl) ether). Solvent: CN(C)C=O (DMF), C(C)(=O)OCC (ethyl acetate). Conditions: time 5 minute. Yields the product C1(=CC=CC=C1)COCN1C2=C(C=3C=CC=CC13)C(NCC2)=O (2,3,4,5-Tetrahydro-5-[(phenylmethoxy)methyl]-1H-pyrido[4,3-b]indol-1-one). As a reaction SMILES: [C:1]1(=[O:14])[C:13]2[C:12]3[CH:11]=[CH:10][CH:9]=[CH:8][C:7]=3[NH:6][C:5]=2[CH2:4][CH2:3][NH:2]1.[H-].[Na+].Cl[CH2:18][O:19][CH2:20][C:21]1[CH:26]=[CH:25][CH:24]=[CH:23][CH:22]=1.O>CN(C=O)C.C(OCC)(=O)C>[C:21]1([CH2:20][O:19][CH2:18][N:6]2[C:7]3[CH:8]=[CH:9][CH:10]=[CH:11][C:12]=3[C:13]3[C:1](=[O:14])[NH:2][CH2:3][CH2:4][C:5]2=3)[CH:26]=[CH:25][CH:24]=[CH:23][CH:22]=1 |f:1.2|. Reported procedure: a solution of 2,3,4,5-tetrahydro-1H-pyrido[4,3-b]indol-1-one (1.12 g) in dry DMF (60 ml) was treated with sodium hydride (60% dispersion in oil; 480 mg) and the resulting mixture was stirred under nitrogen until effervescence ceased. The mixture was then cooled to 0° and benzyl (chloromethyl) ether (10% w/v solution in DMF; 0,835 ml) was added over 10 min. Stirring was continued for a further 5 min and then water (10 ml) was added. The reaction mixture was concentrated in vacuo to give an oil wh...